This data is from the Open Reaction Database (ORD), a public repository of structured organic reaction records. The task is: describe an organic reaction: reactants, conditions, products, and yield Reactants: C1(=CC=CC=C1)S(=O)C=1C([C@H]2N(C1C(=O)OCC1=CC=C(C=C1)[N+](=O)[O-])C([C@@H]2[C@@H](C)O)=O)C (p-nitrobenzyl (1RS,5S,6S)-2-phenylsulfinyl-6-[(1R)-1-hydroxyethyl]-1-methyl-1-carbapen-2-em-3-carboxylate), Cl.O=C1CN(CCN1)C(CS)=N (2-(3-oxopiperazin-1-yl)-2-iminoethylmercaptan hydrochloride), C(C)OCC (diethyl ether). Run in C(C)#N (acetonitrile), CS(=O)C (dimethyl sulfoxide). Reaction conditions: time 30 minute. Product: O=C1CN(CCN1)C(CSC=1[C@@H]([C@H]2N(C1C(=O)O)C([C@@H]2[C@@H](C)O)=O)C)=N ((1R,5S,6S)-2-[2-(3-Oxopiperazin-1-yl)-2-iminoethylthio]-6-[(1R)-1-hydroxyethyl]-1-methyl-1-carbapen-2-em-3-carboxylic acid). As a reaction SMILES: Cl.[O:2]=[C:3]1[NH:8][CH2:7][CH2:6][N:5]([C:9](=[NH:12])[CH2:10][SH:11])[CH2:4]1.C1(S([C:21]2[CH:22]([CH3:45])[C@@H:23]3[C@@H:40]([C@H:41]([OH:43])[CH3:42])[C:39](=[O:44])[N:24]3[C:25]=2[C:26]([O:28]CC2C=CC([N+]([O-])=O)=CC=2)=[O:27])=O)C=CC=CC=1.C(OCC)C>CS(C)=O.C(#N)C>[O:2]=[C:3]1[NH:8][CH2:7][CH2:6][N:5]([C:9](=[NH:12])[CH2:10][S:11][C:21]2[C@H:22]([CH3:45])[C@@H:23]3[C@@H:40]([C@H:41]([OH:43])[CH3:42])[C:39](=[O:44])[N:24]3[C:25]=2[C:26]([OH:28])=[O:27])[CH2:4]1 |f:0.1|. Reported procedure: A suspension of 108 mg of 2-(3-oxopiperazin-1-yl)-2-iminoethylmercaptan hydrochloride in 0.8 ml of dimethyl sulfoxide was added, under ice-cooling, to a solution of 130 mg of p-nitrobenzyl (1RS,5S,6S)-2-phenylsulfinyl-6-[(1R)-1-hydroxyethyl]-1-methyl-1-carbapen-2-em-3-carboxylate in 1.4 ml of acetonitrile, and the mixture was stirred for 30 minutes. The reaction mixture was then poured into 50 ml of anhydrous diethyl ether, and the solvent was decanted off. The oily residue was dissolved in a mi... Starting materials: CC(C)[C@@H]1N(C(OC1)=O)C(CCC=1N=CN(C1)C(C1=CC=CC=C1)(C1=CC=CC=C1)C1=CC=CC=C1)=O (4(S)-(1-methylethyl)-3-{1-oxo-3-[1-(triphenylmethyl)-1 H-imidazol-4-yl]propyl}-2-oxazolidinone), CN(C(CN[C@@H](C)C1=CC=CC=C1)=O)CCC1=NC=CC=C1 ((S)-N-Methyl-2-[(1-phenylethyl)amino]-N-[2-(2-pyridinyl)ethyl]acetamide), BrCC(=O)OCC1=CC=CC=C1 (benzyl 2-bromoacetate), O=C([C@@H](CC(OCC1=CC=CC=C1)=O)CC=1N=CN(C1)C(C1=CC=CC=C1)(C1=CC=CC=C1)C1=CC=CC=C1)N1C(OC[C@@H]1C(C)C)=O (3-{1,4-Dioxo-4-(phenylmethoxy)-2(R)-{[1-(triphenylmethyl)-1 H-imidazol-4-yl]methyl}butyl}-4-(S)-(1-methylethyl)-2-oxazolidinone), ( f ), ( b ). The product is O=C(C(CC(OCC1=CC=CC=C1)=O)CC=1N=CN(C1)C(C1=CC=CC=C1)(C1=CC=CC=C1)C1=CC=CC=C1)N1C(OC[C@@H]1C(C)C)=O (3-{1,4-dioxo-4-(phenylmethoxy)-2-{[1-(triphenylmethyl)-1H-imidazol-4-yl]methyl}butyl}-4-(S)-(1 -methylethyl)-2-oxazolidinone), ( R )-. As a reaction SMILES: [O:1]=[C:2]([N:40]1[C@@H:44]([CH:45]([CH3:47])[CH3:46])[CH2:43][O:42][C:41]1=[O:48])[C@H:3]([CH2:15][C:16]1[N:17]=[CH:18][N:19]([C:21]([C:34]2[CH:39]=[CH:38][CH:37]=[CH:36][CH:35]=2)([C:28]2[CH:33]=[CH:32][CH:31]=[CH:30][CH:29]=2)[C:22]2[CH:27]=[CH:26][CH:25]=[CH:24][CH:23]=2)[CH:20]=1)[CH2:4][C:5](=[O:14])[O:6][CH2:7][C:8]1[CH:13]=[CH:12][CH:11]=[CH:10][CH:9]=1.CN(CCC1C=CC=CN=1)C(=O)CN[C@H](C1C=CC=CC=1)C.CC([C@H]1COC(=O)N1C(=O)CCC1N=CN(C(C2C=CC=CC=2)(C2C=CC=CC=2)C2C=CC=CC=2)C=1)C.BrCC(OCC1C=CC=CC=1)=O>>[O:1]=[C:2]([N:40]1[C@@H:44]([CH:45]([CH3:46])[CH3:47])[CH2:43][O:42][C:41]1=[O:48])[CH:3]([CH2:15][C:16]1[N:17]=[CH:18][N:19]([C:21]([C:34]2[CH:35]=[CH:36][CH:37]=[CH:38][CH:39]=2)([C:22]2[CH:23]=[CH:24][CH:25]=[CH:26][CH:27]=2)[C:28]2[CH:33]=[CH:32][CH:31]=[CH:30][CH:29]=2)[CH:20]=1)[CH2:4][C:5](=[O:14])[O:6][CH2:7][C:8]1[CH:13]=[CH:12][CH:11]=[CH:10][CH:9]=1. Procedure: 3-{1,4-Dioxo-4-(phenylmethoxy)-2(R)-{[1-(triphenylmethyl)-1 H-imidazol-4-yl]methyl}butyl}-4-(S)-(1-methylethyl)-2-oxazolidinone: By following the procedure of example 2, section (f), but replacing the product of section (e) of that example with 4(S)-(1-methylethyl)-3-{1-oxo-3-[1-(triphenylmethyl)-1 H-imidazol-4-yl]propyl}-2-oxazolidinone of section (b) of this example, and replacing tert-butyl 2-bromoacetate with benzyl 2-bromoacetate, 3-{1,4-dioxo-4-(phenylmethoxy)-2-{[1-(triphenylmethyl)-1H-im... Reactants: N#N, O=[Mn]=O, Cc1nc(C(=O)Nc2cnn(Cc3cnc(C(C)O)o3)n2)c(-c2cccc(F)c2)o1. Yields the product CC(=O)c1ncc(Cn2ncc(NC(=O)c3nc(C)oc3-c3cccc(F)c3)n2)o1. As a reaction SMILES: [N:1]#[N:2].[O:33]=[Mn:34]=[O:35].[OH:3][CH:4]([CH3:5])[c:6]1[o:7][c:8]([CH2:11][n:12]2[n:13][cH:14][c:15]([NH:17][C:18](=[O:19])[c:20]3[n:21][c:22]([CH3:32])[o:23][c:24]3-[c:25]3[cH:26][c:27]([F:31])[cH:28][cH:29][cH:30]3)[n:16]2)[cH:9][n:10]1>>[O:3]=[C:4]([CH3:5])[c:6]1[o:7][c:8]([CH2:11][n:12]2[n:13][cH:14][c:15]([NH:17][C:18](=[O:19])[c:20]3[n:21][c:22]([CH3:32])[o:23][c:24]3-[c:25]3[cH:26][c:27]([F:31])[cH:28][cH:29][cH:30]3)[n:16]2)[cH:9][n:10]1. RXN SMILES: [F:1][c:2]1[cH:3][cH:4][c:5](-[n:8]2[n:9][c:10]([CH:17]3[CH2:18][CH2:19][N:20]([C:23]#[N:24])[CH2:21][CH2:22]3)[c:11]3[cH:12][cH:13][cH:14][cH:15][c:16]23)[cH:6][cH:7]1.[Na+:31].[OH-:30].[OH2:32].[S:25](=[O:26])(=[O:27])([OH:28])[OH:29]>>[F:1][c:2]1[cH:3][cH:4][c:5](-[n:8]2[n:9][c:10]([CH:17]3[CH2:18][CH2:19][NH:20][CH2:21][CH2:22]3)[c:11]3[cH:12][cH:13][cH:14][cH:15][c:16]23)[cH:6][cH:7]1. Product: Fc1ccc(-n2nc(C3CCNCC3)c3ccccc32)cc1. Starting materials: N#CN1CCC(c2nn(-c3ccc(F)cc3)c3ccccc23)CC1, [Na+], [OH-], O, O=S(=O)(O)O. Reactants: [Cl-].NCCNC(CC(C[N+](C)(C)C)O)=O (4-[(2-aminoethyl)amino]-2-hydroxy-4-oxo-N,N,N-trimethyl-1-butanaminium chloride), O=C1C=2N=CN(C2N=CN1)CCC(=O)OC1=CC=C(C=C1)[N+](=O)[O-] (3-(1,6-dihydro-6-oxo-9H-purin-9-yl)propanoic acid, 4-nitrophenyl ester), CO (methanol), CS(=O)C (dimethylsulfoxide), amine. The solvent is CC(=O)C (acetone). Reaction conditions: time 1 hour. Yields the product [Cl-].O=C1C=2N=CN(C2N=CN1)CCC(=O)NCCNC(CC(C[N+](C)(C)C)O)=O (4-[[2-[[3-(1,6-dihydro-6-oxo-9H-purin-9-yl)-1oxopropyl]amino]ethyl]amino]-2-hydroxy-4-oxo-N,N,N-trimethyl-1-butanaminium chloride). Yield: 33.0%. Reaction SMILES: [Cl-:1].[NH2:2][CH2:3][CH2:4][NH:5][C:6](=[O:15])[CH2:7][CH:8]([OH:14])[CH2:9][N+:10]([CH3:13])([CH3:12])[CH3:11].CS(C)=O.[O:20]=[C:21]1[NH:29][CH:28]=[N:27][C:26]2[N:25]([CH2:30][CH2:31][C:32](OC3C=CC([N+]([O-])=O)=CC=3)=[O:33])[CH:24]=[N:23][C:22]1=2.CO>CC(C)=O>[Cl-:1].[O:20]=[C:21]1[NH:29][CH:28]=[N:27][C:26]2[N:25]([CH2:30][CH2:31][C:32]([NH:2][CH2:3][CH2:4][NH:5][C:6](=[O:15])[CH2:7][CH:8]([OH:14])[CH2:9][N+:10]([CH3:13])([CH3:12])[CH3:11])=[O:33])[CH:24]=[N:23][C:22]1=2 |f:0.1,6.7|. Procedure: 248 mg (1.0344 mmol) of 4-[(2-aminoethyl)amino]-2-hydroxy-4-oxo-N,N,N-trimethyl-1-butanaminium chloride was placed into a 10 ml round bottom flask with magnetic stirring bar. Then 2 ml of dimethylsulfoxide was added and the solution was gently heated to help dissolve the amine. 340 mg (1.034 mmol) of 3-(1,6-dihydro-6-oxo-9H-purin-9-yl)propanoic acid, 4-nitrophenyl ester (AIT-0081) was added to the stirring solution. The solution was stirred for a period of one hour and 3 ml of methanol was added... The reactants are CN(C)CCCO, CCn1ncc2c1ncc1c(Cl)nc3c(C(=O)O)cnn3c12, [H-], [Na+], c1ccccc1. Yields the product CCn1ncc2c1ncc1c(OCCCN(C)C)nc3c(C(=O)O)cnn3c12. Reaction SMILES: [CH3:3][N:4]([CH2:5][CH2:6][CH2:7][OH:8])[CH3:9].[Cl:10][c:11]1[n:12][c:13]2[n:14]([c:15]3[c:16]1[cH:17][n:18][c:19]1[c:20]3[cH:21][n:22][n:23]1[CH2:24][CH3:25])[n:26][cH:27][c:28]2[C:29](=[O:30])[OH:31].[H-:1].[Na+:2].[cH:32]1[cH:33][cH:34][cH:35][cH:36][cH:37]1>>[CH3:3][N:4]([CH2:5][CH2:6][CH2:7][O:8][c:11]1[n:12][c:13]2[n:14]([c:15]3[c:16]1[cH:17][n:18][c:19]1[c:20]3[cH:21][n:22][n:23]1[CH2:24][CH3:25])[n:26][cH:27][c:28]2[C:29](=[O:30])[OH:31])[CH3:9]. Starting materials: S=C(n1ccnc1)n1ccnc1, CCOC(C)=O, CCN(C(C)C)C(C)C, ClCCl, Cl, NCC(F)(F)F, CCC(NC(=O)C(N)CS(=O)(=O)Cc1ccccc1)C(O)c1nc2ccccc2o1. The product is CCC(NC(=O)C(CS(=O)(=O)Cc1ccccc1)NC(=S)NCC(F)(F)F)C(O)c1nc2ccccc2o1. RXN SMILES: [C:1](=[S:2])([n:3]1[cH:4][cH:5][n:6][cH:7]1)[n:8]1[cH:9][cH:10][n:11][cH:12]1.[CH3:62][CH2:63][O:64][C:65]([CH3:66])=[O:67].[CH:13]([N:14]([CH:15]([CH3:16])[CH3:17])[CH2:18][CH3:19])([CH3:20])[CH3:21].[Cl:59][CH2:60][Cl:61].[ClH:22].[F:23][C:24]([CH2:25][NH2:26])([F:27])[F:28].[NH2:29][CH:30]([C:31](=[O:32])[NH:33][CH:34]([CH2:35][CH3:36])[CH:37]([OH:38])[c:39]1[o:40][c:41]2[c:42]([n:43]1)[cH:44][cH:45][cH:46][cH:47]2)[CH2:48][S:49](=[O:50])(=[O:51])[CH2:52][c:53]1[cH:54][cH:55][cH:56][cH:57][cH:58]1>>[C:1](=[S:2])([NH:26][CH2:25][C:24]([F:23])([F:27])[F:28])[NH:29][CH:30]([C:31](=[O:32])[NH:33][CH:34]([CH2:35][CH3:36])[CH:37]([OH:38])[c:39]1[o:40][c:41]2[c:42]([n:43]1)[cH:44][cH:45][cH:46][cH:47]2)[CH2:48][S:49](=[O:50])(=[O:51])[CH2:52][c:53]1[cH:54][cH:55][cH:56][cH:57][cH:58]1.